Dataset: the Open Reaction Database (ORD), a public repository of structured organic reaction records. Task: describe an organic reaction: reactants, conditions, products, and yield Starting materials: C(C)(=O)O[C@@H]1OCC[C@@H]1NC([C@@H](NC(C(CCC)CCC)=O)C(C)C)=O ((2S, 3S)-2-acetoxy-3-[[N-valproyl-(L)-valyl]amino]tetrahydrofuran). The reagents and catalysts are Cl (hydrochloric acid). Solvent: CO (methanol). Reaction conditions: time 1 hour. The product is CO[C@H]1OCC[C@@H]1NC([C@@H](NC(C(CCC)CCC)=O)C(C)C)=O ((2S,3S)-2-methoxy-3-[[N-valproyl-(L)-valyl]amino]tetrahydrofuran). Yield: 74.7%. RXN SMILES: [C:1]([O:4][C@H:5]1[C@@H:9]([NH:10][C:11](=[O:26])[C@H:12]([CH:23]([CH3:25])[CH3:24])[NH:13][C:14](=[O:22])[CH:15]([CH2:19][CH2:20][CH3:21])[CH2:16][CH2:17][CH3:18])[CH2:8][CH2:7][O:6]1)(=O)C>CO.Cl>[CH3:1][O:4][C@@H:5]1[C@@H:9]([NH:10][C:11](=[O:26])[C@H:12]([CH:23]([CH3:24])[CH3:25])[NH:13][C:14](=[O:22])[CH:15]([CH2:16][CH2:17][CH3:18])[CH2:19][CH2:20][CH3:21])[CH2:8][CH2:7][O:6]1. Procedure: In methanol (50 ml) was suspended (2S, 3S)-2-acetoxy-3-[[N-valproyl-(L)-valyl]amino]tetrahydrofuran (0.55 g) followed by addition of concentrated hydrochloric acid (5 drops) and the mixture was stirred at room temperature for 1 hour. The reaction mixture was then concentrated under reduced pressure to obtain (2S,3S)-2-methoxy-3-[[N-valproyl-(L)-valyl]amino]tetrahydrofuran (chemical structure below) (0.38 g, 72%). As recrystallized from ethyl acetate, colorless crystals, m.p. 150°-156° C., optica... Reactants: C(C)(=O)C=1C=C2CCCCC2=CC1 (6-acetyl-1,2,3,4-tetrahydronaphthalene), N1(CCOCC1)C1=CC=C(C=O)C=C1 (p-(4-morpholinyl)benzaldehyde), [OH-].[Na+] (sodium hydroxide). Solvent: C(C)O (ethanol). Yields the product N1(CCOCC1)C1=CC=C(C=C1)C=CC(=O)C1=CC=2CCCCC2C=C1 (3-[4-(4-Morpholinyl)phenyl]-1-(5,6,7,8-tetrahydronaphthalen-2-yl)-2 -propen-1-one). RXN SMILES: [C:1]([C:4]1[CH:5]=[C:6]2[C:11](=[CH:12][CH:13]=1)[CH2:10][CH2:9][CH2:8][CH2:7]2)(=[O:3])[CH3:2].[N:14]1([C:20]2[CH:27]=[CH:26][C:23]([CH:24]=O)=[CH:22][CH:21]=2)[CH2:19][CH2:18][O:17][CH2:16][CH2:15]1.[OH-].[Na+]>C(O)C>[N:14]1([C:20]2[CH:27]=[CH:26][C:23]([CH:24]=[CH:2][C:1]([C:4]3[CH:13]=[CH:12][C:11]4[CH2:10][CH2:9][CH2:8][CH2:7][C:6]=4[CH:5]=3)=[O:3])=[CH:22][CH:21]=2)[CH2:19][CH2:18][O:17][CH2:16][CH2:15]1 |f:2.3|. Procedure details: A solution of 1.74 g of 1 (10 mmoles), 1.91 g of p-(4-morpholinyl)benzaldehyde (10 mmoles), and two pellets of sodium hydroxide (about 0.4 g) in 40 ml of ethanol was stirred under nitrogen at room temperature for 70 hr. The reaction mixture was cooled in an ice bath and the precipitated yellow solid 3-[4-(4-morpholinyl)phenyl]-1-(5,6,7,8-tetrahydronaphthalen-2-yl)-2-propen-1-one was collected by filtration and washed with cold ethanol. Yield: 2.9 g (83%); m.p. 138° to 140°. λmax (EtOH): 390 nm (...